Dataset: the Open Reaction Database (ORD), a public repository of structured organic reaction records. Task: describe an organic reaction: reactants, conditions, products, and yield Reactants: [H-].[Na+] (sodium hydride), C(C1=CC=CC=C1)(=O)O.C(C)(C)(C)OC(=O)NC1=C(C(=O)OCC)C=CC=C1[N+](=O)[O-] (ethyl 2-t-butoxycarbonylamino-3-nitrobenzoate benzoate), C(#N)C1=C(C=CC=C1)C1=CC=C(CBr)C=C1 (4-(2-cyanophenyl)benzyl bromide). Reagents/catalysts: [I-].[K+] (potassium iodide). Run in FC(C(=O)O)(F)F (trifluoroacetic acid), C(Cl)Cl (methylene chloride), O1CCCC1 (tetrahydrofuran). Yields the product C(#N)C1=C(C=CC=C1)C1=CC=C(C=C1)CNC1=C(C(=O)OCC)C=CC=C1[N+](=O)[O-] (Ethyl 2-[(2'-cyanobiphenyl-4-yl)methyl]amino-3-nitrobenzoate). Yield: 119.0%. Reaction SMILES: C(O)(=O)C1C=CC=CC=1.C(O[C:15]([NH:17][C:18]1[C:28]([N+:29]([O-:31])=[O:30])=[CH:27][CH:26]=[CH:25][C:19]=1[C:20]([O:22][CH2:23][CH3:24])=[O:21])=O)(C)(C)C.[H-].[Na+].[C:34]([C:36]1[CH:41]=[CH:40][CH:39]=[CH:38][C:37]=1[C:42]1[CH:49]=[CH:48][C:45](CBr)=[CH:44][CH:43]=1)#[N:35]>O1CCCC1.FC(F)(F)C(O)=O.C(Cl)Cl.[I-].[K+]>[C:34]([C:36]1[CH:41]=[CH:40][CH:39]=[CH:38][C:37]=1[C:42]1[CH:49]=[CH:48][C:45]([CH2:15][NH:17][C:18]2[C:28]([N+:29]([O-:31])=[O:30])=[CH:27][CH:26]=[CH:25][C:19]=2[C:20]([O:22][CH2:23][CH3:24])=[O:21])=[CH:44][CH:43]=1)#[N:35] |f:0.1,2.3,8.9|. Reported procedure: To a solution of ethyl 2-t-butoxycarbonylamino-3-nitrobenzoate benzoate (20 g) in tetrahydrofuran (50 ml) was added, while stirring under ice-cooling, sodium hydride (60% dispersion in mineral oil, 2.8 g). The mixture was stirred at room temperature for 20 minutes and to the mixture were then added 4-(2-cyanophenyl)benzyl bromide (18 g) and potassium iodide (360 mg), followed by heating for 10 hours under reflux. The solvent was evaporated to dryness and the residue was partitioned between water... Starting materials: CC(C)(O)c1ccccc1OCCO[Si](C)(C)C(C)(C)C, CC(C)(C)[Si](C)(C)Cl, COc1ccccc1C(C)(C)O, CN(C)C=O, Nc1cc(S)ccc1Cl, CC(C)(Sc1ccc(Cl)c(N)c1)c1ccccc1OCCO, O, c1c[nH]cn1. The product is CC(C)(Sc1ccc(Cl)c(N)c1)c1ccccc1OCCO[Si](C)(C)C(C)(C)C, CC(C)(Sc1ccc(Cl)c(N)c1)c1ccccc1OCCO. Reaction SMILES: [C:10]([CH3:11])([CH3:12])([CH3:13])[Si:14]([O:15][CH2:16][CH2:17][O:18][c:19]1[c:20]([C:25]([CH3:26])([CH3:27])[OH:28])[cH:21][cH:22][cH:23][cH:24]1)([CH3:29])[CH3:30].[C:70]([Si:71]([Cl:72])([CH3:73])[CH3:74])([CH3:75])([CH3:76])[CH3:77].[CH3:31][O:32][c:33]1[cH:34][cH:35][cH:36][cH:37][c:38]1[C:39]([OH:40])([CH3:41])[CH3:42].[CH3:78][N:79]([CH3:80])[CH:81]=[O:82].[Cl:1][c:2]1[c:3]([NH2:4])[cH:5][c:6]([SH:9])[cH:7][cH:8]1.[Cl:43][c:44]1[c:45]([NH2:46])[cH:47][c:48]([S:51][C:52]([CH3:53])([CH3:54])[c:55]2[c:56]([O:61][CH2:62][CH2:63][OH:64])[cH:57][cH:58][cH:59][cH:60]2)[cH:49][cH:50]1.[OH2:83].[nH:65]1[cH:66][cH:67][n:68][cH:69]1>>[Cl:1][c:2]1[c:3]([NH2:4])[cH:5][c:6]([S:9][C:25]([c:20]2[c:19]([O:18][CH2:17][CH2:16][O:15][Si:14]([C:10]([CH3:11])([CH3:12])[CH3:13])([CH3:29])[CH3:30])[cH:24][cH:23][cH:22][cH:21]2)([CH3:26])[CH3:27])[cH:7][cH:8]1.[Cl:43][c:44]1[c:45]([NH2:46])[cH:47][c:48]([S:51][C:52]([CH3:53])([CH3:54])[c:55]2[c:56]([O:61][CH2:62][CH2:63][OH:64])[cH:57][cH:58][cH:59][cH:60]2)[cH:49][cH:50]1. Starting materials: C(C1=CC=CC=C1)OC(NCCCCC1=CC=C(C=C1)CCCCNC[C@H](O)C1=CC(=C(C=C1)OCC1=CC=CC=C1)NS(=O)(=O)CCC1=CC=CC=C1)=O ({4-[4-(4-{2-[3-(Benzylmethanesulfonylamino)-4-benzyloxyphenyl]-2-(R)-hydroxyethylamino}butyl)phenyl]butyl}carbamic acid benzyl ester), CO (methanol). Reagents/catalysts: C(C)(=O)O (acetic acid), [OH-].[OH-].[Pd+2] (palladium dihydroxide). The solvent is ClCCl (dichloromethane). Reaction conditions: time 16 hour. Product: amine diacetic acid, C(C)(=O)O.C(C)(=O)O.NCCCCC1=CC=C(C=C1)CCCCNC[C@H](O)C=1C=CC(=C(C1)NS(=O)(=O)C)O (N-[5-(2-{4-[4-(4-Aminobutyl)phenyl]butylamino}-1-(R)-hydroxyethyl)-2-hydroxyphenyl]-methanesulfonamide diacetic acid salt). The yield is 96.0%. RXN SMILES: C(OC(=O)[NH:10][CH2:11][CH2:12][CH2:13][CH2:14][C:15]1[CH:20]=[CH:19][C:18]([CH2:21][CH2:22][CH2:23][CH2:24][NH:25][CH2:26][C@@H:27]([C:29]2[CH:34]=[CH:33][C:32]([O:35][CH2:36][C:37]3C=CC=CC=3)=[C:31]([NH:43][S:44]([CH2:47]CC3C=CC=CC=3)(=[O:46])=[O:45])[CH:30]=2)[OH:28])=[CH:17][CH:16]=1)C1C=CC=CC=1.C[OH:57]>C(O)(=O)C.[OH-].[OH-].[Pd+2].ClCCl>[C:36]([OH:57])(=[O:35])[CH3:37].[C:36]([OH:57])(=[O:35])[CH3:37].[NH2:10][CH2:11][CH2:12][CH2:13][CH2:14][C:15]1[CH:20]=[CH:19][C:18]([CH2:21][CH2:22][CH2:23][CH2:24][NH:25][CH2:26][C@@H:27]([C:29]2[CH:34]=[CH:33][C:32]([OH:35])=[C:31]([NH:43][S:44]([CH3:47])(=[O:46])=[O:45])[CH:30]=2)[OH:28])=[CH:17][CH:16]=1 |f:3.4.5,7.8.9|. Procedure: A mixture of {4-[4-(4-{2-[3-(benzylmethanesulfonylamino)-4-benzyloxyphenyl]-2-(R)-hydroxyethylamino}butyl)phenyl]butyl}carbamic acid benzyl ester (36) (0.41 g, 0.54 mmol), palladium dihydroxide (0.12 g, 10% Pd(OH)2 on carbon, 50% wet), ten drops of acetic acid, methanol (9 mL), and dichloromethane (6 mL) was stirred at rt for 16 h under atmospheric hydrogen pressure. The catalyst was removed by filtration through a Celite pad and the filtrate was concentrated by rotary evaporation and further dr...